Dataset: the Open Reaction Database (ORD), a public repository of structured organic reaction records. Task: describe an organic reaction: reactants, conditions, products, and yield The reactants are C1COCCO1, CCCC(=O)O, C(=NC1CCCCC1)=NC1CCCCC1, O=C1CCC(=O)N1O. Yields the product CCCC(=O)ON1C(=O)CCC1=O. As a reaction SMILES: [CH2:30]1[O:31][CH2:32][CH2:33][O:34][CH2:35]1.[CH3:1][CH2:2][CH2:3][C:4]([OH:5])=[O:6].[CH:15]1([N:16]=[C:17]=[N:18][CH:19]2[CH2:20][CH2:21][CH2:22][CH2:23][CH2:24]2)[CH2:25][CH2:26][CH2:27][CH2:28][CH2:29]1.[OH:7][N:8]1[C:9](=[O:14])[CH2:10][CH2:11][C:12]1=[O:13]>>[CH3:1][CH2:2][CH2:3][C:4](=[O:5])[O:6][N:8]1[C:9](=[O:14])[CH2:10][CH2:11][C:12]1=[O:13]. Starting materials: C(=O)[O-].[NH4+] (Ammonium formate), COC(C(C)N1C=CC2=CC(=CC=C12)OCC1=CC=CC=C1)=O (2-(5-benzyloxy-indol-1-yl)-propionic acid methyl ester). The reagents and catalysts are [OH-].[OH-].[Pd+2] (Pd(OH)2). Run in C(C)O (ethanol), C(C)O (ethanol). Run at temperature 60 celsius. Product: COC(C(C)N1C=CC2=CC(=CC=C12)O)=O (2-(5-hydroxy-indol-1-yl)-propionic acid methyl ester). RXN SMILES: [CH3:1][O:2][C:3](=[O:23])[CH:4]([N:6]1[C:14]2[C:9](=[CH:10][C:11]([O:15]CC3C=CC=CC=3)=[CH:12][CH:13]=2)[CH:8]=[CH:7]1)[CH3:5].C([O-])=O.[NH4+]>C(O)C.[OH-].[OH-].[Pd+2]>[CH3:1][O:2][C:3](=[O:23])[CH:4]([N:6]1[C:14]2[C:9](=[CH:10][C:11]([OH:15])=[CH:12][CH:13]=2)[CH:8]=[CH:7]1)[CH3:5] |f:1.2,4.5.6|. Procedure: To a solution of 2-(5-benzyloxy-indol-1-yl)-propionic acid methyl ester (Example 3, 20.0 g, 64.7 mmol) in absolute ethanol (150 mL) was added Pd(OH)2 (2.0 g, 10 wt %) suspended in ethanol (50 mL). Ammonium formate (8.1 g, 129.3 mmol) was added and the resulting mixture was heated to 60° C. for 4 h. The reaction mixture was cooled to rt and the palladium was filtered through a plug of silica gel. The filtrate was concentrated to give a light yellow oil which was used in the following step without... Starting materials: ClC(c1ccccc1)(c1ccccc1)c1ccccc1, [H-], Ic1ccnc2[nH]ncc12, [Na+], CN(C)C=O. Yields the product Ic1ccnc2c1cnn2C(c1ccccc1)(c1ccccc1)c1ccccc1. Reaction SMILES: [C:13]([c:14]1[cH:15][cH:16][cH:17][cH:18][cH:19]1)([c:20]1[cH:21][cH:22][cH:23][cH:24][cH:25]1)([c:26]1[cH:27][cH:28][cH:29][cH:30][cH:31]1)[Cl:32].[H-:11].[I:1][c:2]1[c:3]2[c:4]([n:5][cH:6][cH:7]1)[nH:8][n:9][cH:10]2.[Na+:12].[O:33]=[CH:34][N:35]([CH3:36])[CH3:37]>>[I:1][c:2]1[c:3]2[c:4]([n:5][cH:6][cH:7]1)[n:8]([C:13]([c:14]1[cH:15][cH:16][cH:17][cH:18][cH:19]1)([c:20]1[cH:21][cH:22][cH:23][cH:24][cH:25]1)[c:26]1[cH:27][cH:28][cH:29][cH:30][cH:31]1)[n:9][cH:10]2. The reactants are C=CC#N, CC(=O)O, Nc1cccc(C(=O)O)c1, [Na+], [OH-], O. Yields the product N#CCCNc1cccc(C(=O)O)c1. RXN SMILES: [CH2:13]=[CH:14][C:15]#[N:16].[CH3:17][C:18](=[O:19])[OH:20].[NH2:1][c:2]1[cH:3][cH:4][cH:5][c:6]([C:8]([OH:9])=[O:10])[cH:7]1.[Na+:12].[OH-:11].[OH2:21]>>[NH:1]([c:2]1[cH:3][cH:4][cH:5][c:6]([C:8]([OH:9])=[O:10])[cH:7]1)[CH2:13][CH2:14][C:15]#[N:16]. Starting materials: B(O)(O)C=1C=C(C(=O)O)C=CC1 (3-Boronobenzoic acid), C([O-])([O-])=O.[K+].[K+] (potassium carbonate), ClC1=C(C=CC(=N1)NC(=O)C1(CC1)C1=CC2=C(OC(O2)(F)F)C=C1)C (N-(6-Chloro-5-methylpyridin-2-yl)-1-(2,2-difluorobenzo[d][1,3]dioxol-5-yl)cyclopropanecarboxamide). Reagents/catalysts: C1=CC=C(C=C1)P([C-]2C=CC=C2)C3=CC=CC=C3.C1=CC=C(C=C1)P([C-]2C=CC=C2)C3=CC=CC=C3.Cl[Pd]Cl.[Fe+2] (Pd(dppf)Cl2). Run in CN(C)C=O (DMF). Reaction conditions: temperature 150 celsius. Yields the product FC1(OC2=C(O1)C=CC(=C2)C2(CC2)C(=O)NC2=CC=C(C(=N2)C=2C=C(C(=O)O)C=CC2)C)F (3-(6-(1-(2,2-difluorobenzo[d][1,3]dioxol-5-yl)cyclopropanecarboxamido)-3-methylpyridin-2-yl)benzoic acid). As a reaction SMILES: Cl[C:2]1[N:7]=[C:6]([NH:8][C:9]([C:11]2([C:14]3[CH:24]=[CH:23][C:17]4[O:18][C:19]([F:22])([F:21])[O:20][C:16]=4[CH:15]=3)[CH2:13][CH2:12]2)=[O:10])[CH:5]=[CH:4][C:3]=1[CH3:25].B([C:29]1[CH:30]=[C:31]([CH:35]=[CH:36][CH:37]=1)[C:32]([OH:34])=[O:33])(O)O.C(=O)([O-])[O-].[K+].[K+]>CN(C=O)C.C1C=CC(P(C2C=CC=CC=2)[C-]2C=CC=C2)=CC=1.C1C=CC(P(C2C=CC=CC=2)[C-]2C=CC=C2)=CC=1.Cl[Pd]Cl.[Fe+2]>[F:21][C:19]1([F:22])[O:18][C:17]2[CH:23]=[CH:24][C:14]([C:11]3([C:9]([NH:8][C:6]4[N:7]=[C:2]([C:29]5[CH:30]=[C:31]([CH:35]=[CH:36][CH:37]=5)[C:32]([OH:34])=[O:33])[C:3]([CH3:25])=[CH:4][CH:5]=4)=[O:10])[CH2:13][CH2:12]3)=[CH:15][C:16]=2[O:20]1 |f:2.3.4,6.7.8.9|. Reported procedure: N-(6-Chloro-5-methylpyridin-2-yl)-1-(2,2-difluorobenzo[d][1,3]dioxol-5-yl)cyclopropanecarboxamide (37 mg, 0.10 mmol) was dissolved in 1 mL of DMF in a reaction tube. 3-Boronobenzoic acid (25 mg, 0.15 mmol), 0.2 mL of an aqueous 2 M potassium carbonate solution, and Pd(dppf)Cl2 (8 mg) were added and the reaction mixture was heated for 10 min at 150° C. in the microwave. The reaction mixture was filtered and purified by reverse-phase preparative liquid chromatography to yield 3-(6-(1-(2,2-difluoro... Starting materials: FC=1C=C(C=C(C1)C(F)(F)F)CC#N (3-fluoro-5-trifluoromethylphenylacetonitrile), C1(=CC=C(C=C1)S(=O)(=O)O)C (p-toluenesulfonic acid). The reagents and catalysts are [Pd] (palladium on carbon). Run in COCCO (ethylene glycol monomethyl ether). The product is S(=O)(=O)(O)C1=CC=C(C)C=C1.FC=1C=C(CCN)C=C(C1)C(F)(F)F (3-Fluoro-5-trifluoromethylphenethylamine tosylate). As a reaction SMILES: [F:1][C:2]1[CH:3]=[C:4]([CH2:12][C:13]#[N:14])[CH:5]=[C:6]([C:8]([F:11])([F:10])[F:9])[CH:7]=1.[C:15]1([CH3:25])[CH:20]=[CH:19][C:18]([S:21]([OH:24])(=[O:23])=[O:22])=[CH:17][CH:16]=1>COCCO.[Pd]>[S:21]([C:18]1[CH:19]=[CH:20][C:15]([CH3:25])=[CH:16][CH:17]=1)([OH:24])(=[O:23])=[O:22].[F:1][C:2]1[CH:3]=[C:4]([CH:5]=[C:6]([C:8]([F:9])([F:10])[F:11])[CH:7]=1)[CH2:12][CH2:13][NH2:14] |f:4.5|. Procedure: A solution of 2.5 g of 3-fluoro-5-trifluoromethylphenylacetonitrile and 2.34 g (12.3 mmol) of p-toluenesulfonic acid in 75 ml of ethylene glycol monomethyl ether is hydrogenated for 3 hours at room temperature at 40 psi, using 200 mg 10% palladium on carbon catalyst. The catalyst is filtered off and the solvent evaporated to half the volume. Upon standing, the p-toluenesulfonic acid salt of the desired 3-fluoro-5-trifluoromethylphenethylamine crystallizes. The white crystals, 4.26 g (91%) are co... Reactants: C(C=C)C1=C(C=C(C=C1)Br)[SiH](C)C (1-Allyldimethylsilyl-4-bromobenzene), C(C)(C)(C)[Li] (t-butyllithium), [NH4+].[Cl-] (NH4Cl), CN(C)C=O (DMF). The solvent is C1CCOC1 (THF). Reaction conditions: temperature -78 celsius, time 30 minute. Yields the product C(C=C)C1=CC(=C(C=O)C=C1)[SiH](C)C (4-Allyldimethylsilylbenzaldehyde). The yield is 84.2%. As a reaction SMILES: [CH2:1]([C:4]1[CH:9]=[CH:8][C:7](Br)=[CH:6][C:5]=1[SiH:11]([CH3:13])[CH3:12])C=C.[C:14]([Li])([CH3:17])(C)[CH3:15].CN(C=[O:23])C.[NH4+].[Cl-]>C1COCC1>[CH2:15]([C:7]1[CH:8]=[CH:9][C:4]([CH:1]=[O:23])=[C:5]([SiH:11]([CH3:12])[CH3:13])[CH:6]=1)[CH:14]=[CH2:17] |f:3.4|. Procedure details: To a solution of 1-allyldimethylsilyl-4-bromobenzene (1 Scheme 1, 1.3 g, 5 mmol) in dry THF (70 mL) at −78° C. was added t-butyllithium (3.0 mL, 1.7 M solution in pentane, 5.1 mmol) over a period of 10 min. After 30 min stirring at −78° C., anhydrous DMF (750 μL, 10 mmol) was added dropwise. The reaction mixture was stirred further for 1 h and warmed to room temperature. Concentrated NH4Cl (2 mL) was added to the solution, and the reaction mixture was concentrated. The residue was extracted with... The reactants are CO, COC(=O)c1c(F)ccc([N+](=O)[O-])c1F. The product is COC(=O)c1c(F)ccc(N)c1F. As a reaction SMILES: [CH3:16][OH:17].[F:1][c:2]1[c:3]([C:4](=[O:5])[O:6][CH3:7])[c:8]([F:15])[cH:9][cH:10][c:11]1[N+:12]([O-:13])=[O:14]>>[F:1][c:2]1[c:3]([C:4](=[O:5])[O:6][CH3:7])[c:8]([F:15])[cH:9][cH:10][c:11]1[NH2:12]. The reactants are [H][H] (hydrogen), COS(=O)(=O)OC (dimethylsulfate), [H-].[Na+] (sodium hydride), COCCSC1=NC(=NC(=C1)C)NC(=O)NS(=O)(=O)C1=C(C=CC(=C1)Cl)Cl (N-[[4-(2-methoxyethylthio)-6-methylpyrimidin-2-yl]aminocarbonyl]-2,5-dichlorobenzenesulfonamide). The solvent is CN(C=O)C (dimethylformamide), O (water). Conditions: time 12 hour. Product: COCCSC1=NC(=NC(=C1)C)NC(=O)N(S(=O)(=O)C1=C(C=CC(=C1)Cl)Cl)C (N-[[4-(2-methoxyethylthio)-6-methylpyrimidin-2-yl]aminocarbonyl]-2,5-dichloro-N-methylbenzenesulfonamide). RXN SMILES: [H-].[Na+].[CH3:3][O:4][CH2:5][CH2:6][S:7][C:8]1[CH:13]=[C:12]([CH3:14])[N:11]=[C:10]([NH:15][C:16]([NH:18][S:19]([C:22]2[CH:27]=[C:26]([Cl:28])[CH:25]=[CH:24][C:23]=2[Cl:29])(=[O:21])=[O:20])=[O:17])[N:9]=1.[H][H].[CH3:32]OS(OC)(=O)=O>CN(C)C=O.O>[CH3:3][O:4][CH2:5][CH2:6][S:7][C:8]1[CH:13]=[C:12]([CH3:14])[N:11]=[C:10]([NH:15][C:16]([N:18]([CH3:32])[S:19]([C:22]2[CH:27]=[C:26]([Cl:28])[CH:25]=[CH:24][C:23]=2[Cl:29])(=[O:21])=[O:20])=[O:17])[N:9]=1 |f:0.1|. Reported procedure: An equivalent amount of sodium hydride (50% mineral oil dispersion) is added to a solution of N-[[4-(2-methoxyethylthio)-6-methylpyrimidin-2-yl]aminocarbonyl]-2,5-dichlorobenzenesulfonamide in dimethylformamide under a nitrogen atmosphere. After hydrogen evolution ceases, an equivalent amount of dimethylsulfate is added. After stirring for 12 hours the reaction mixture is poured into a large volume of water. The resulting precipitate is filtered to yield N-[[4-(2-methoxyethylthio)-6-methylpyrimi... Reactants: C1(=CC=CC=C1)S(=O)(=O)N1C(=CC=2C1=NC=C(C2)F)C(=CC2CCOCC2)C2=CC=C(C=C2)S(=O)(=O)CCOC (1-benzenesulfonyl-5-fluoro-2-[1-[4-(2-methoxy-ethanesulfonyl)-phenyl]-2-(tetrahydro-pyran-4-yl)-vinyl]-1H-pyrrolo[2,3-b]pyridine), C(C)O (ethanol), [OH-].[Na+] (sodium hydroxide). The solvent is ClCCl (dichloromethane), O1CCCC1 (tetrahydrofuran). Product: C(C)OCCS(=O)(=O)C1=CC=C(C=C1)C(=CC1CCOCC1)C1=CC=2C(=NC=C(C2)F)N1 (2-[1-[4-(2-ethoxy-ethanesulfonyl)-phenyl]-2-(tetrahydro-pyran-4-yl)-vinyl]-5-fluoro-1H-pyrrolo[2,3-b]pyridine). Isolated yield 99.0%. RXN SMILES: C1(S([N:10]2[C:14]3=[N:15][CH:16]=[C:17]([F:19])[CH:18]=[C:13]3[CH:12]=[C:11]2[C:20]([C:28]2[CH:33]=[CH:32][C:31]([S:34]([CH2:37][CH2:38][O:39][CH3:40])(=[O:36])=[O:35])=[CH:30][CH:29]=2)=[CH:21][CH:22]2[CH2:27][CH2:26][O:25][CH2:24][CH2:23]2)(=O)=O)C=CC=CC=1.[OH-].[Na+].[CH2:43](O)C>O1CCCC1.ClCCl>[CH2:40]([O:39][CH2:38][CH2:37][S:34]([C:31]1[CH:30]=[CH:29][C:28]([C:20]([C:11]2[NH:10][C:14]3=[N:15][CH:16]=[C:17]([F:19])[CH:18]=[C:13]3[CH:12]=2)=[CH:21][CH:22]2[CH2:27][CH2:26][O:25][CH2:24][CH2:23]2)=[CH:33][CH:32]=1)(=[O:35])=[O:36])[CH3:43] |f:1.2|. Procedure: A mixture of 1-benzenesulfonyl-5-fluoro-2-[1-[4-(2-methoxy-ethanesulfonyl)-phenyl]-2-(tetrahydro-pyran-4-yl)-vinyl]-1H-pyrrolo[2,3-b]pyridine (320 mg, 0.55 mmol) in ethanol (4 mL), tetrahydrofuran (8 mL) and an aqueous sodium hydroxide solution (10%, 2 mL) was heated at 50° C. for 5 h. The mixture diluted with dichloromethane (50 mL), washed with water, dried over anhydrous sodium sulfate and then concentrated in vacuo to afford 2-[1-[4-(2-ethoxy-ethanesulfonyl)-phenyl]-2-(tetrahydro-pyran-4-yl)...